This data is from the Open Reaction Database (ORD), a public repository of structured organic reaction records. The task is: describe an organic reaction: reactants, conditions, products, and yield Reactants: CN(C(=O)N1CCC(=CC1)C1=CC2=C(N=CN=C2C2=CC(=C(C=C2)F)N)N1)C (4-[4-(3-Amino-4-fluoro-phenyl)-7H-pyrrolo[2,3-d]pyrimidin-6-yl]-3,6-dihydro-2H-pyridine-1-carboxylic acid dimethylamide), C1(CC1)C1=CC=C(C(=O)Cl)C=C1 (4-cyclopropyl-benzoyl chloride). Reagents/catalysts: CN(C)C=1C=CN=CC1 (DMAP). Run in N1=CC=CC=C1 (pyridine). Conditions: time 8 hour. The product is CN(C(=O)N1CCC(=CC1)C1=CC2=C(N=CN=C2C2=CC(=C(C=C2)F)NC(C2=CC=C(C=C2)C2CC2)=O)N1)C (4-{4-[3-(4-Cyclopropyl-benzoylamino)-4-fluoro-phenyl]-7H-pyrrolo[2,3-d]pyrimidin-6-yl}-3,6-dihydro-2H-pyridine-1-carboxylic acid dimethylamide). Reaction SMILES: [CH3:1][N:2]([CH3:28])[C:3]([N:5]1[CH2:10][CH:9]=[C:8]([C:11]2[NH:27][C:14]3[N:15]=[CH:16][N:17]=[C:18]([C:19]4[CH:24]=[CH:23][C:22]([F:25])=[C:21]([NH2:26])[CH:20]=4)[C:13]=3[CH:12]=2)[CH2:7][CH2:6]1)=[O:4].[CH:29]1([C:32]2[CH:40]=[CH:39][C:35]([C:36](Cl)=[O:37])=[CH:34][CH:33]=2)[CH2:31][CH2:30]1>CN(C1C=CN=CC=1)C.N1C=CC=CC=1>[CH3:1][N:2]([CH3:28])[C:3]([N:5]1[CH2:6][CH:7]=[C:8]([C:11]2[NH:27][C:14]3[N:15]=[CH:16][N:17]=[C:18]([C:19]4[CH:24]=[CH:23][C:22]([F:25])=[C:21]([NH:26][C:36](=[O:37])[C:35]5[CH:39]=[CH:40][C:32]([CH:29]6[CH2:31][CH2:30]6)=[CH:33][CH:34]=5)[CH:20]=4)[C:13]=3[CH:12]=2)[CH2:9][CH2:10]1)=[O:4]. Reported procedure: A mixture of Intermediate 10 (80 mg, 0.210 mmol), 4-cyclopropyl-benzoyl chloride (J. Med. Chem., 52(14), 4329-4337; 2009) (76 mg, 0.421 mmol), and DMAP (2.6 mg, 0.021 mmol) in pyridine (2 ml) was stirred at r.t. overnight. The mixture was evaporated to dryness, then sat. aqueous NaHCO3 was added, and the mixture was extracted with DCM. The organic layer was dried, filtered, and evaporated to dryness. The residue was purified by flash chromatography (silica gel, EtOAc/MeOH/NH3 gradient) to obtain... The reactants are COC(=O)c1ccc(OC)c(C(C)(C)C)c1, CO, Cl, [Na+], [OH-], O. Product: COc1ccc(C(=O)O)cc1C(C)(C)C. Reaction SMILES: [C:1]([CH3:2])([CH3:3])([CH3:4])[c:5]1[cH:6][c:7]([C:8](=[O:9])[O:10][CH3:11])[cH:12][cH:13][c:14]1[O:15][CH3:16].[CH3:17][OH:18].[ClH:20].[Na+:22].[OH-:21].[OH2:19]>>[C:1]([CH3:2])([CH3:3])([CH3:4])[c:5]1[cH:6][c:7]([C:8](=[O:9])[OH:10])[cH:12][cH:13][c:14]1[O:15][CH3:16]. The reactants are O=S(=O)(Cl)c1ccc(F)cc1, N#Cc1ccc(-c2cncc(N)c2)cc1Cl, c1ccncc1. The product is N#Cc1ccc(-c2cncc(NS(=O)(=O)c3ccc(F)cc3)c2)cc1Cl. RXN SMILES: [F:17][c:18]1[cH:19][cH:20][c:21]([S:24](=[O:25])(=[O:26])[Cl:27])[cH:22][cH:23]1.[NH2:1][c:2]1[cH:3][c:4](-[c:8]2[cH:9][c:10]([Cl:16])[c:11]([C:12]#[N:13])[cH:14][cH:15]2)[cH:5][n:6][cH:7]1.[cH:28]1[cH:29][cH:30][n:31][cH:32][cH:33]1>>[NH:1]([c:2]1[cH:3][c:4](-[c:8]2[cH:9][c:10]([Cl:16])[c:11]([C:12]#[N:13])[cH:14][cH:15]2)[cH:5][n:6][cH:7]1)[S:24]([c:21]1[cH:20][cH:19][c:18]([F:17])[cH:23][cH:22]1)(=[O:25])=[O:26]. Reactants: O=C(Cl)C1CCCCC1, Cl, CC1=C(C#N)C(c2ccc(C#N)cc2)n2nc(N)nc2N1c1cccc(C(F)(F)F)c1, c1ccncc1. The product is CC1=C(C#N)C(c2ccc(C#N)cc2)n2nc(NC(=O)C3CCCCC3)nc2N1c1cccc(C(F)(F)F)c1. As a reaction SMILES: [CH:33]1([C:39](=[O:40])[Cl:41])[CH2:34][CH2:35][CH2:36][CH2:37][CH2:38]1.[ClH:1].[NH2:2][c:3]1[n:4][n:5]2[c:6]([n:32]1)[N:7]([c:22]1[cH:23][c:24]([C:28]([F:29])([F:30])[F:31])[cH:25][cH:26][cH:27]1)[C:8]([CH3:21])=[C:9]([C:19]#[N:20])[CH:10]2[c:11]1[cH:12][cH:13][c:14]([C:17]#[N:18])[cH:15][cH:16]1.[cH:42]1[cH:43][cH:44][n:45][cH:46][cH:47]1>>[NH:2]([c:3]1[n:4][n:5]2[c:6]([n:32]1)[N:7]([c:22]1[cH:23][c:24]([C:28]([F:29])([F:30])[F:31])[cH:25][cH:26][cH:27]1)[C:8]([CH3:21])=[C:9]([C:19]#[N:20])[CH:10]2[c:11]1[cH:12][cH:13][c:14]([C:17]#[N:18])[cH:15][cH:16]1)[C:39]([CH:33]1[CH2:34][CH2:35][CH2:36][CH2:37][CH2:38]1)=[O:40]. Starting materials: C1CCOC1, CO, COC(=O)c1cc([N+](=O)[O-])ccc1Nc1ccc2c(c1)CC(NCc1ccc(Cl)c(Cl)c1)C2, [Na+], [OH-], O. The product is O=C(O)c1cc([N+](=O)[O-])ccc1Nc1ccc2c(c1)CC(NCc1ccc(Cl)c(Cl)c1)C2. Reaction SMILES: [CH2:37]1[O:38][CH2:39][CH2:40][CH2:41]1.[CH3:42][OH:43].[Cl:1][c:2]1[cH:3][c:4]([CH2:5][NH:6][CH:7]2[CH2:8][c:9]3[cH:10][cH:11][c:12]([NH:16][c:17]4[c:18]([C:19](=[O:20])[O:21][CH3:22])[cH:23][c:24]([N+:27](=[O:28])[O-:29])[cH:25][cH:26]4)[cH:13][c:14]3[CH2:15]2)[cH:30][cH:31][c:32]1[Cl:33].[Na+:35].[OH-:34].[OH2:36]>>[Cl:1][c:2]1[cH:3][c:4]([CH2:5][NH:6][CH:7]2[CH2:8][c:9]3[cH:10][cH:11][c:12]([NH:16][c:17]4[c:18]([C:19](=[O:20])[OH:21])[cH:23][c:24]([N+:27](=[O:28])[O-:29])[cH:25][cH:26]4)[cH:13][c:14]3[CH2:15]2)[cH:30][cH:31][c:32]1[Cl:33]. The solvent is C1CCOC1 (THF), C1CCOC1 (THF). RXN SMILES: [CH2:1](Br)[CH2:2][CH2:3][CH2:4][CH3:5].[Mg].Cl[SiH:9]1[CH2:14][CH2:13][CH:12]([C:15]2[CH:20]=[CH:19][C:18]([C:21]3[CH:26]=[CH:25][C:24]([O:27][CH:28]([F:30])[F:29])=[C:23]([F:31])[CH:22]=3)=[CH:17][CH:16]=2)[CH2:11][CH2:10]1>C1COCC1>[CH2:1]([Si@H:9]1[CH2:14][CH2:13][C@H:12]([C:15]2[CH:16]=[CH:17][C:18]([C:21]3[CH:26]=[CH:25][C:24]([O:27][CH:28]([F:29])[F:30])=[C:23]([F:31])[CH:22]=3)=[CH:19][CH:20]=2)[CH2:11][CH2:10]1)[CH2:2][CH2:3][CH2:4][CH3:5]. The reactants are C(CCCC)Br (n-pentyl bromide), [Mg] (magnesium), Cl[SiH]1CCC(CC1)C1=CC=C(C=C1)C1=CC(=C(C=C1)OC(F)F)F (4'-(4-chloro-4-silacyclohexyl)-3-fluoro-4-difluoromethoxybiphenyl). Reported procedure: 3.0 g (20 mmol) of n-pentyl bromide was dripped into a mixture of 0.5 g of magnesium (21 mmol) and 50 ml of THF to obtain a Grignard's reagent. This solution was then dripped into a 50 ml THF solution of 7.4 g (20 mmol) of 4'-(4-chloro-4-silacyclohexyl)-3-fluoro-4-difluoromethoxybiphenyl to obtain 4'-(trans-4-n-pentyl-4-silacyclohexyl)-3-fluoro-4-difluoromethoxybiphenyl. The silacyclohexane rings of this product were a mixture of trans and cis isomers. They were separated by means of chromatogra... Yields the product C(CCCC)[Si@@H]1CC[C@H](CC1)C1=CC=C(C=C1)C1=CC(=C(C=C1)OC(F)F)F (4'-(trans-4-n-pentyl-4-silacyclohexyl)-3-fluoro-4-difluoromethoxybiphenyl). Yield: 81.0%. The reactants are N1=C(C=CC=C1)C1=NNC(C(N1)=O)C (3-(2-pyridyl)-6-methyl-1,4,5,6-tetrahydro-1,2,4-triazin-5-one), [Mn](=O)(=O)(=O)[O-].[K+] (potassium permanganate). The solvent is CC(=O)C (acetone), CC(=O)C (acetone). The product is N1=C(C=CC=C1)C1=NN=C(C(N1)=O)C (3-(2-pyridyl)-6-methyl-4,5-dihydro-1,2,4-triazin-5-one). Reaction SMILES: [N:1]1[CH:6]=[CH:5][CH:4]=[CH:3][C:2]=1[C:7]1[NH:12][C:11](=[O:13])[CH:10]([CH3:14])[NH:9][N:8]=1.[Mn]([O-])(=O)(=O)=O.[K+]>CC(C)=O>[N:1]1[CH:6]=[CH:5][CH:4]=[CH:3][C:2]=1[C:7]1[NH:12][C:11](=[O:13])[C:10]([CH3:14])=[N:9][N:8]=1 |f:1.2|. Procedure: In a 500 ml four-necked flask was charged a solution of 7.4 g of the above prepared 3-(2-pyridyl)-6-methyl-1,4,5,6-tetrahydro-1,2,4-triazin-5-one in 200 ml of acetone, and a solution of 3.2 g of potassium permanganate in 200 ml of acetone was added dropwise thereto at 10° to 15° C while stirring. The resulting mixture was stirred for 2 hours, and then the produced manganese dioxide was removed by filtration. The acetone was removed under reduced pressure to obtain 6.5 g of 3-(2-pyridyl)-6-methyl...